This data is from the Open Reaction Database (ORD), a public repository of structured organic reaction records. The task is: describe an organic reaction: reactants, conditions, products, and yield The reactants are O (Water), C(C)OC(=O)N1C(CC(C2=CC(=C(C=C12)OC)OC)=O)C (6,7-dimethoxy-2-methyl-4-oxo-3,4-dihydro-2H-quinoline-1-carboxylic acid ethyl ester), Cl.NO (hydroxylamine hydrochloride), C(C)(=O)[O-].[Na+] (sodium acetate). The solvent is C(C)O (ethanol). Reaction conditions: time 10 minute. The product is C(C)OC(=O)N1C(CC(C2=CC(=C(C=C12)OC)OC)=NO)C (4-Hydroxyimino-6,7-dimethoxy-2-methyl-3,4-dihydro-2H-quinoline-1-carboxylic Acid Ethyl Ester). Yield: 116.8%. RXN SMILES: [CH2:1]([O:3][C:4]([N:6]1[C:15]2[C:10](=[CH:11][C:12]([O:18][CH3:19])=[C:13]([O:16][CH3:17])[CH:14]=2)[C:9](=O)[CH2:8][CH:7]1[CH3:21])=[O:5])[CH3:2].Cl.[NH2:23][OH:24].C([O-])(=O)C.[Na+].O>C(O)C>[CH2:1]([O:3][C:4]([N:6]1[C:15]2[C:10](=[CH:11][C:12]([O:18][CH3:19])=[C:13]([O:16][CH3:17])[CH:14]=2)[C:9](=[N:23][OH:24])[CH2:8][CH:7]1[CH3:21])=[O:5])[CH3:2] |f:1.2,3.4|. Reported procedure: A stirred solution of 6,7-dimethoxy-2-methyl-4-oxo-3,4-dihydro-2H-quinoline-1-carboxylic acid ethyl ester (10.0 g, 34.1 mmol), hydroxylamine hydrochloride (7.1 g, 102 mmol), and sodium acetate (7.0 g, 85 mmol) in ethanol (50 mL) was heated at reflux for 2 h. Water (50 mL) was added, and the volatiles were removed in vacuo. Ethyl acetate (175 mL) was added, and the mixture was stirred vigorously for 10 min. The aqueous phase was separated and extracted with ethyl acetate (2×60 mL). The combined o... Reactants: N(=[N+]=[N-])[C@@H]1C(N[C@@H]1COCC(=O)O)=O ((±)-(cis)-[(3-azido-2-oxo-4-azetidinyl)methoxy]acetic acid), C1(=CC=CC=C1)C(=[N+]=[N-])C1=CC=CC=C1 (diphenyl diazomethane), acid. Solvent: CC(=O)C (acetone). Yields the product C1(=CC=CC=C1)C(C1=CC=CC=C1)OC(COC[C@@H]1[C@@H](C(N1)=O)N=[N+]=[N-])=O ((±)-(cis)-[(3-Azido-2-oxo-4-azetidinyl)methoxy]acetic acid diphenylmethyl ester). The yield is 82.7%. RXN SMILES: [N:1]([C@H:4]1[C@@H:7]([CH2:8][O:9][CH2:10][C:11]([OH:13])=[O:12])[NH:6][C:5]1=[O:14])=[N+:2]=[N-:3].[C:15]1([C:21]([C:24]2[CH:29]=[CH:28][CH:27]=[CH:26][CH:25]=2)=[N+]=[N-])[CH:20]=[CH:19][CH:18]=[CH:17][CH:16]=1>CC(C)=O>[C:15]1([CH:21]([O:12][C:11](=[O:13])[CH2:10][O:9][CH2:8][C@H:7]2[NH:6][C:5](=[O:14])[C@H:4]2[N:1]=[N+:2]=[N-:3])[C:24]2[CH:25]=[CH:26][CH:27]=[CH:28][CH:29]=2)[CH:20]=[CH:19][CH:18]=[CH:17][CH:16]=1. Procedure: A solution of (±)-(cis)-[(3-azido-2-oxo-4-azetidinyl)methoxy]acetic acid (0.880 g, 4.42 mmole) was treated with a solution of diphenyl diazomethane (858 mg, 4.42 mmole) in acetone (12 ml). The reaction was stirred at room temperature for nineteen hours and then combined with another run (621 mg acid, 3.12 mmole). The solvent was removed in vacuo and ethyl acetate was added and evaporated. The residue was dissolved in ethyl acetate (70 ml), dried (sodium sulfate), filtered, and concentrated to 2.... Starting materials: CCCCCO, CC1CNCCN1, Fc1ccc(-c2nc3ccc(Cl)nn3c2-c2ccnnc2)cc1. Yields the product CC1CN(c2ccc3nc(-c4ccc(F)cc4)c(-c4ccnnc4)n3n2)CCN1. As a reaction SMILES: [CH2:31]([OH:32])[CH2:33][CH2:34][CH2:35][CH3:36].[CH3:24][CH:25]1[CH2:26][NH:27][CH2:28][CH2:29][NH:30]1.[Cl:1][c:2]1[cH:3][cH:4][c:5]2[n:6]([n:7]1)[c:8](-[c:18]1[cH:19][n:20][n:21][cH:22][cH:23]1)[c:9](-[c:11]1[cH:12][cH:13][c:14]([F:17])[cH:15][cH:16]1)[n:10]2>>[c:2]1([N:27]2[CH2:26][CH:25]([CH3:24])[NH:30][CH2:29][CH2:28]2)[cH:3][cH:4][c:5]2[n:6]([n:7]1)[c:8](-[c:18]1[cH:19][n:20][n:21][cH:22][cH:23]1)[c:9](-[c:11]1[cH:12][cH:13][c:14]([F:17])[cH:15][cH:16]1)[n:10]2. Starting materials: intermediate 1, COC(C1=C(C=C(C=C1Cl)Cl)N)=O (2-amino-4,6-dichloro-benzoic acid methyl ester), CCCCCC (n-hexane), CCOC(=O)C (EtOAc), C(C1=CC=CC=C1)OC1=CC=C(C=C1)C(C(=O)O)C (2-(4-benzyloxy-phenyl)-propionic acid), P(Cl)(Cl)(Cl)(Cl)Cl (PCl5). Product: COC(C1=C(C=C(C=C1Cl)Cl)NC(C(C)C1=CC(=CC=C1)OCC1=CC=CC=C1)=O)=O (2-[2-(3-benzyloxy-phenyl)-propionylamino]-4,6-dichloro-benzoic acid methyl ester). Yield: 91.0%. Reaction SMILES: [CH2:1]([O:8][C:9]1[CH:14]=[CH:13][C:12](C(C)C(O)=O)=[CH:11][CH:10]=1)[C:2]1[CH:7]=[CH:6][CH:5]=[CH:4][CH:3]=1.P(Cl)(Cl)(Cl)(Cl)Cl.[CH3:26][O:27][C:28](=[O:38])[C:29]1[C:34]([Cl:35])=[CH:33][C:32]([Cl:36])=[CH:31][C:30]=1[NH2:37].[CH3:39][CH2:40][CH2:41]CCC.CC[O:47]C(C)=O>>[CH3:26][O:27][C:28](=[O:38])[C:29]1[C:34]([Cl:35])=[CH:33][C:32]([Cl:36])=[CH:31][C:30]=1[NH:37][C:41](=[O:47])[CH:40]([C:13]1[CH:12]=[CH:11][CH:10]=[C:9]([O:8][CH2:1][C:2]2[CH:3]=[CH:4][CH:5]=[CH:6][CH:7]=2)[CH:14]=1)[CH3:39]. Procedure details: The objective compound was prepared by the same procedure for the intermediate 1, using a 2-(4-benzyloxy-phenyl)-propionic acid (2.70 g, 10.5 mmol), PCl5 (2.30 g, 10.5 mmol), and 2-amino-4,6-dichloro-benzoic acid methyl ester (1.54 g, 7.0 mmol). After normal workup, the pure objective compound (2.90 g, 91%) was obtained as white solid by a flash column chromatography (n-hexane:EtOAc=10:1): 1H NMR (200 MHz, CDCl3) δ 1.59 (d, J=7.0 Hz, 3H, CH3), 3.65-3.76 (m, 1H, CH), 3.76 (s, 3H, CO2CH3), 5.09 (s... The product is Nc1nccc2ccc(CBr)cc12. RXN SMILES: [CH2:18]1[O:19][CH2:20][CH2:21][CH2:22]1.[NH2:1][c:2]1[n:3][cH:4][cH:5][c:6]2[cH:7][cH:8][c:9]([CH2:12][OH:13])[cH:10][c:11]12.[P:14]([Br:15])([Br:16])[Br:17]>>[NH2:1][c:2]1[n:3][cH:4][cH:5][c:6]2[cH:7][cH:8][c:9]([CH2:12][Br:15])[cH:10][c:11]12. Starting materials: C1CCOC1, Nc1nccc2ccc(CO)cc12, BrP(Br)Br. RXN SMILES: [Cl:32][CH2:33][Cl:34].[F:6][C:7]([c:8]1[cH:9][c:10]([S:14](=[O:15])(=[O:16])[N:17]2[CH2:18][CH:19]([O:22][NH2:23])[CH2:20][CH2:21]2)[cH:11][cH:12][cH:13]1)([F:24])[F:25].[N:1](=[C:2]=[O:3])[CH2:4][CH3:5].[cH:26]1[cH:27][cH:28][n:29][cH:30][cH:31]1>>[NH:1]([C:2](=[O:3])[NH:23][O:22][CH:19]1[CH2:18][N:17]([S:14]([c:10]2[cH:9][c:8]([C:7]([F:6])([F:24])[F:25])[cH:13][cH:12][cH:11]2)(=[O:15])=[O:16])[CH2:21][CH2:20]1)[CH2:4][CH3:5]. Yields the product CCNC(=O)NOC1CCN(S(=O)(=O)c2cccc(C(F)(F)F)c2)C1. Reactants: ClCCl, NOC1CCN(S(=O)(=O)c2cccc(C(F)(F)F)c2)C1, CCN=C=O, c1ccncc1. Starting materials: C(C)(C)(C)OC(=O)N1[C@@H](CC(C1)=NOCC1=CC=C(C=C1)OC)C(=O)O ((2S,4EZ)-1-(tert-butoxycarbonyl)-4-{[(4-methoxybenzyl)oxy]imino}-2-pyrrolidinecarboxylic acid), O(C1=CC=CC=C1)CC(=O)Cl (phenoxyacetyl chloride), C(C=C)N (allylamine). The product is C(C=C)NC(=O)[C@H]1N(CC(C1)=NOCC1=CC=C(C=C1)OC)C(COC1=CC=CC=C1)=O ((2S,4EZ)-N-allyl-4-{[(4-methoxybenzyl)oxy]imino}-1-(phenoxyacetyl)-2-pyrrolidinecarboxamide). RXN SMILES: C(O[C:6]([N:8]1[CH2:12][C:11](=[N:13][O:14][CH2:15][C:16]2[CH:21]=[CH:20][C:19]([O:22][CH3:23])=[CH:18][CH:17]=2)[CH2:10][C@H:9]1[C:24]([OH:26])=O)=[O:7])(C)(C)C.[O:27]([CH2:34]C(Cl)=O)[C:28]1[CH:33]=[CH:32][CH:31]=[CH:30][CH:29]=1.[CH2:38]([NH2:41])[CH:39]=[CH2:40]>>[CH2:38]([NH:41][C:24]([C@@H:9]1[CH2:10][C:11](=[N:13][O:14][CH2:15][C:16]2[CH:17]=[CH:18][C:19]([O:22][CH3:23])=[CH:20][CH:21]=2)[CH2:12][N:8]1[C:6](=[O:7])[CH2:34][O:27][C:28]1[CH:29]=[CH:30][CH:31]=[CH:32][CH:33]=1)=[O:26])[CH:39]=[CH2:40]. Procedure: Following the general method as outlined in Example 22, starting from (2S,4EZ)-1-(tert-butoxycarbonyl)-4-{[(4-methoxybenzyl)oxy]imino}-2-pyrrolidinecarboxylic acid, phenoxyacetyl chloride, and allylamine the title compound was obtained in 72% purity by LC/MS. MS(ESI+): m/z=438.2. The product is S1C(=CC=C1)CC(=O)NC1[C@@H]2N(C(=C(CS2)C)C(=O)OCC(Cl)(Cl)Cl)C1=O (2,2,2-trichloroethyl 7-[2-(thiophene-2-yl)acetamido]-3-methyl-3-cephem-4-carboxylate). The yield is 56.5%. The reactants are S1C(=CC=C1)CC(=O)NC1[C@@H]2N(C(C(S2)(CBr)C)C(=O)OCC(Cl)(Cl)Cl)C1=O (2,2,2-trichloroethyl 6-[2-(thiophene-2-yl)acetamido]-2methyl-2-bromomethylpenam-3-carboxylate), N1=CC=CC=C1 (pyridine). Solvent: C1=CC=CC=C1 (benzene). Reaction SMILES: [S:1]1[CH:5]=[CH:4][CH:3]=[C:2]1[CH2:6][C:7]([NH:9][CH:10]1[C:27](=[O:28])[N:12]2[CH:13]([C:19]([O:21][CH2:22][C:23]([Cl:26])([Cl:25])[Cl:24])=[O:20])[C:14]([CH3:18])([CH2:16]Br)[S:15][C@H:11]12)=[O:8].N1C=CC=CC=1>C1C=CC=CC=1>[S:1]1[CH:5]=[CH:4][CH:3]=[C:2]1[CH2:6][C:7]([NH:9][CH:10]1[C:27](=[O:28])[N:12]2[C:13]([C:19]([O:21][CH2:22][C:23]([Cl:24])([Cl:25])[Cl:26])=[O:20])=[C:14]([CH3:16])[CH2:18][S:15][C@H:11]12)=[O:8]. Procedure: 2,2,2-trichloroethyl 6-[2-(thiophene-2-yl)acetamido]-2methyl-2-bromomethylpenam-3-carboxylate (0.85 g.) was dissolved in benzene (12 cc), and thereto was added pyridine (0.24 g). The mixture was refluxed for 2 hours, washed with water, dried and concentrated. Ether was added to the residue and the precipitate was collected by filtration to yield crystals (0.41 g.) of 2,2,2-trichloroethyl 7-[2-(thiophene-2-yl)acetamido]-3-methyl-3-cephem-4-carboxylate, m.p. 151°-152° C. Starting materials: C(C)OC(CCC=1N(C(=CC1)C1=CC=C(C=C1)C#N)C1=C(C=C(C=C1)C(N)=O)C)=O (3-[1-(4-carbamoyl-2-methyl-phenyl)-5-(4-cyano-phenyl)-1H-pyrrol-2-yl]-propionic acid ethyl ester), ice water, [N-]=[N+]=[N-].[Na+] (sodium azide), [Cl-].[NH4+] (ammonium chloride), Cl (HCl). Run in CN(C)C=O (DMF). Conditions: temperature 100 celsius, time 16 hour. Product: C(C)OC(CCC=1N(C(=CC1)C1=CC=C(C=C1)C=1N=NNN1)C1=C(C=C(C=C1)C(N)=O)C)=O (3-[1-(4-Carbamoyl-2-methyl-phenyl)-5-[4-(2H-tetrazol-5-yl)-phenyl]-1H-pyrrol-2-yl]-propionic acid ethyl ester). Isolated yield 48.8%. As a reaction SMILES: [CH2:1]([O:3][C:4](=[O:30])[CH2:5][CH2:6][C:7]1[N:8]([C:20]2[CH:25]=[CH:24][C:23]([C:26](=[O:28])[NH2:27])=[CH:22][C:21]=2[CH3:29])[C:9]([C:12]2[CH:17]=[CH:16][C:15]([C:18]#[N:19])=[CH:14][CH:13]=2)=[CH:10][CH:11]=1)[CH3:2].[N-:31]=[N+:32]=[N-:33].[Na+].[Cl-].[NH4+].Cl>CN(C=O)C>[CH2:1]([O:3][C:4](=[O:30])[CH2:5][CH2:6][C:7]1[N:8]([C:20]2[CH:25]=[CH:24][C:23]([C:26](=[O:28])[NH2:27])=[CH:22][C:21]=2[CH3:29])[C:9]([C:12]2[CH:13]=[CH:14][C:15]([C:18]3[N:31]=[N:32][NH:33][N:19]=3)=[CH:16][CH:17]=2)=[CH:10][CH:11]=1)[CH3:2] |f:1.2,3.4|. Procedure details: To 25 mL vial which contained 3-[1-(4-carbamoyl-2-methyl-phenyl)-5-(4-cyano-phenyl)-1H-pyrrol-2-yl]-propionic acid ethyl ester (26A) (50 mg, 0.12 mmoL) in DMF (4 mL) was added sodium azide (40 mg, 0.6 mmoL) and ammonium chloride (40 mg, 0.8 mmoL) at rt. The vial was sealed and the reaction mixture was heated to 100° C. and stirred for 16 h. The reaction mixture was cooled to rt and poured into 30 mL ice-water solution. The aqueous solution was acidified with aq HCl (1 N) to pH=1-2, the solid whi...